describe an organic reaction: reactants, conditions, products, and yield From a dataset of the Open Reaction Database (ORD), a public repository of structured organic reaction records. Reactants: ClC=1C=C(C=C(C1)F)C(CC1=CC=CC=C1)=O (1-(3-chloro-5-fluorophenyl)-2-phenylethanone), ClC=1C=C(C=C(C1)F)C(CC1=CC=CC=C1)=O (1-(3-chloro-5-fluorophenyl)-2-phenylethanone), C(C)OC=1C=C(C=O)C=C(C1O)[N+](=O)[O-] (3-ethoxy-4-hydroxy-5-nitrobenzaldehyde), NC(=O)N (urea), Cl (HCl). The solvent is CCO (EtOH), CCOC(=O)C (EtOAc). The product is ClC=1C=C(C=C(C1)F)C1=C(C(NC(N1)=O)C1=CC(=C(C(=C1)[N+](=O)[O-])O)OCC)C1=CC=CC=C1 (6-(3-chloro-5-fluorophenyl)-4-(3-ethoxy-4-hydroxy-5-nitrophenyl)-5-phenyl-3,4-dihydropyrimidin-2(1H)-one). The yield is 58.2%. RXN SMILES: [Cl:1][C:2]1[CH:3]=[C:4]([C:9](=O)[CH2:10][C:11]2[CH:16]=[CH:15][CH:14]=[CH:13][CH:12]=2)[CH:5]=[C:6]([F:8])[CH:7]=1.[CH2:18]([O:20][C:21]1[CH:22]=[C:23]([CH:26]=[C:27]([N+:30]([O-:32])=[O:31])[C:28]=1[OH:29])[CH:24]=O)[CH3:19].[NH2:33][C:34]([NH2:36])=[O:35].Cl>CCO.CCOC(C)=O>[Cl:1][C:2]1[CH:3]=[C:4]([C:9]2[NH:36][C:34](=[O:35])[NH:33][CH:24]([C:23]3[CH:26]=[C:27]([N+:30]([O-:32])=[O:31])[C:28]([OH:29])=[C:21]([O:20][CH2:18][CH3:19])[CH:22]=3)[C:10]=2[C:11]2[CH:16]=[CH:15][CH:14]=[CH:13][CH:12]=2)[CH:5]=[C:6]([F:8])[CH:7]=1. Reported procedure: A mixture of 1-(3-chloro-5-fluorophenyl)-2-phenylethanone (Intermediate 60) (150 mg, 0.60 mmol), 3-ethoxy-4-hydroxy-5-nitrobenzaldehyde (116 mg, 0.55 mmol), urea (99 mg, 1.65 mmol), concentrated HCl (0.05 mL, 0.55 mmol) in EtOH (5 mL) was refluxed overnight. Followed standard aqueous/EtOAc workup and purified by preparative HPLC to give Compound 121 (155 mg, yield 58%). 1H NMR (DMSO-d6 400 MHz): δ 10.27 (brs, 1H), 8.85 (s, 1H), 7.58 (s, 1H), 7.40 (d, J=1.6 Hz, 1H), 7.34 (d, J=8.8 Hz, 1H), 7.25 (... The reactants are FC=1C=NC=2C=CC(N3C2C1C(C3)(F)CN3CCC(CC3)NC(OC(C)(C)C)=O)=O (1,1-dimethylethyl {1-[((4R/S)-3,4-difluoro-7-oxo-4,5-dihydro-7H-pyrrolo[3,2,1-de]-1,5-naphthyridin-4-yl)methyl]-4-piperidinyl}carbamate), Cl (hydrochloric acid), O1CCOCC1 (1,4-dioxane). Run in ClCCl (dichloromethane), CO (methanol). Product: Cl.Cl.NC1CCN(CC1)CC1(CN2C=3C1=C(C=NC3C=CC2=O)F)F ((4R/S)-4-[(4-amino-1-piperidinyl)methyl]-3,4-difluoro-4,5-dihydro-7H-pyrrolo[3,2,1-de]-1,5-naphthyridin-7-one dihydrochloride). RXN SMILES: [F:1][C:2]1[CH:3]=[N:4][C:5]2[CH:6]=[CH:7][C:8](=[O:30])[N:9]3[CH2:13][C:12]([CH2:15][N:16]4[CH2:21][CH2:20][CH:19]([NH:22]C(=O)OC(C)(C)C)[CH2:18][CH2:17]4)([F:14])[C:11]=1[C:10]=23.[ClH:31].O1CCOCC1>ClCCl.CO>[ClH:31].[ClH:31].[NH2:22][CH:19]1[CH2:18][CH2:17][N:16]([CH2:15][C:12]2([F:14])[C:11]3=[C:2]([F:1])[CH:3]=[N:4][C:5]4[CH:6]=[CH:7][C:8](=[O:30])[N:9]([C:10]=43)[CH2:13]2)[CH2:21][CH2:20]1 |f:5.6.7|. Procedure: A solution of 1,1-dimethylethyl {1-[((4R/S)-3,4-difluoro-7-oxo-4,5-dihydro-7H-pyrrolo[3,2,1-de]-1,5-naphthyridin-4-yl)methyl]-4-piperidinyl}carbamate (98 mg, 0.23 mmol) in dichloromethane (2 ml) and methanol (1.5 ml), was treated with hydrochloric acid in 1,4-dioxane (4M, 3.5 ml, 14 mmol). After 1.5 hours the mixture was evaporated affording the product (82 mg). The reactants are ClN1C(CCC1=O)=O (N-chlorosuccinimide), CC=1C(=NC=CC1OCC(F)(F)F)CSC1=NC2=C(N1)C=CC=C2 (2-{[3-Methyl-4-(2,2,2-trifluoroethoxy)pyridin-2-yl]methylthio}-1H-benzimidazole), aqueous solution, S(=S)(=O)([O-])[O-].[Na+].[Na+] (sodium thiosulfate), aqueous solution, [OH-].[Na+] (sodium hydroxide), [Cl-].[Na+] (sodium chloride). The solvent is CN(C=O)C (N,N-dimethylformamide), C(C)(=O)O (acetic acid), O (water), C(C)#N (acetonitrile), C(C)(=O)OCC (Ethyl acetate). Conditions: time 2 minute. Product: CC=1C(=NC=CC1OCC(F)(F)F)CS(=O)C1=NC2=C(N1)C=CC=C2 (2-{[3-methyl-4-(2,2,2-trifluoroethoxy)pyridin-2-yl]methylsulfinyl}-1H-benzimidazole). Yield: 84.2%. Reaction SMILES: [CH3:1][C:2]1[C:3]([CH2:14][S:15][C:16]2[NH:20][C:19]3[CH:21]=[CH:22][CH:23]=[CH:24][C:18]=3[N:17]=2)=[N:4][CH:5]=[CH:6][C:7]=1[O:8][CH2:9][C:10]([F:13])([F:12])[F:11].[OH-].[Na+].ClN1C(=[O:33])CCC1=O.S([O-])([O-])(=O)=S.[Na+].[Na+].[Cl-].[Na+]>C(#N)C.CN(C)C=O.C(OCC)(=O)C.C(O)(=O)C.O>[CH3:1][C:2]1[C:3]([CH2:14][S:15]([C:16]2[NH:17][C:18]3[CH:24]=[CH:23][CH:22]=[CH:21][C:19]=3[N:20]=2)=[O:33])=[N:4][CH:5]=[CH:6][C:7]=1[O:8][CH2:9][C:10]([F:12])([F:11])[F:13] |f:1.2,4.5.6,7.8|. Procedure: 2-{[3-Methyl-4-(2,2,2-trifluoroethoxy)pyridin-2-yl]methylthio}-1H-benzimidazole (1.0 g, 2.83 mmol) was suspended in 8 ml of acetonitrile, followed by the addition of 3.5 ml of a 2N aqueous solution of sodium hydroxide. A solution (2 ml) of N-chlorosuccinimide (453 mg, 3.40 mmol) in N,N-dimethylformamide was added dropwise to the solution at −4° C. to 3° C. The reaction mixture was subsequently reacted at −3° C. to 0° C. for 1.5 hr. To the reaction mixture was added a 10% aqueous solution of sodi... Starting materials: [Br-], C1CCOC1, CCOCC, Cc1ccc([Mg+])cc1, O=Cc1ccccc1O, O. Product: Cc1ccc(C(O)c2ccccc2O)cc1. As a reaction SMILES: [Br-:6].[CH2:1]1[O:2][CH2:3][CH2:4][CH2:5]1.[CH3:15][CH2:16][O:17][CH2:18][CH3:19].[CH3:7][c:8]1[cH:9][cH:10][c:11]([Mg+:14])[cH:12][cH:13]1.[CH:20](=[O:21])[c:22]1[cH:23][cH:24][cH:25][cH:26][c:27]1[OH:28].[OH2:29]>>[CH3:7][c:8]1[cH:9][cH:10][c:11]([CH:20]([OH:21])[c:22]2[cH:23][cH:24][cH:25][cH:26][c:27]2[OH:28])[cH:12][cH:13]1. Reactants: CC(C)(C)OC(=O)N1CCC(Oc2ccc3c(c2)CCN(C2CCCC2)CC3)CC1, c1cc2c(cc1OC1CCNCC1)CCN(C1CCC1)CC2, O=C(C1CCC(O)CC1)N1CCOCC1. The product is O=C(C1CCC(Oc2ccc3c(c2)CCN(C2CCC2)CC3)CC1)N1CCOCC1. Reaction SMILES: [C:38]([O:39][C:40]([N:41]1[CH2:42][CH2:43][CH:44]([O:45][c:46]2[cH:47][cH:48][c:49]3[c:60]([cH:61]2)[CH2:59][CH2:58][N:52]([CH:53]2[CH2:54][CH2:55][CH2:56][CH2:57]2)[CH2:51][CH2:50]3)[CH2:62][CH2:63]1)=[O:64])([CH3:65])([CH3:66])[CH3:67].[CH:1]1([N:5]2[CH2:6][CH2:7][c:8]3[c:9]([cH:12][c:13]([O:16][CH:17]4[CH2:18][CH2:19][NH:20][CH2:21][CH2:22]4)[cH:14][cH:15]3)[CH2:10][CH2:11]2)[CH2:2][CH2:3][CH2:4]1.[O:23]1[CH2:24][CH2:25][N:26]([C:29](=[O:30])[CH:31]2[CH2:32][CH2:33][CH:34]([OH:37])[CH2:35][CH2:36]2)[CH2:27][CH2:28]1>>[CH:1]1([N:5]2[CH2:6][CH2:7][c:8]3[c:9]([cH:12][c:13]([O:16][CH:17]4[CH2:33][CH2:32][CH:31]([C:29]([N:26]5[CH2:25][CH2:24][O:23][CH2:28][CH2:27]5)=[O:30])[CH2:36][CH2:35]4)[cH:14][cH:15]3)[CH2:10][CH2:11]2)[CH2:2][CH2:3][CH2:4]1. Starting materials: COC(=O)C1C(NC(=O)OC(C)(C)C)C(=O)N1Cc1ccc(OC)cc1OC, CC#N, [K+], [K+], [Na+], [Na+], O, O=P([O-])([O-])O, O=S(=O)([O-])OOS(=O)(=O)[O-]. As a reaction SMILES: [C:1]([CH3:2])([CH3:3])([CH3:4])[O:5][C:6](=[O:7])[NH:8][CH:9]1[CH:10]([C:25](=[O:26])[O:27][CH3:28])[N:11]([CH2:14][c:15]2[cH:16][cH:17][c:18]([O:19][CH3:20])[cH:21][c:22]2[O:23][CH3:24])[C:12]1=[O:13].[CH3:48][C:49]#[N:50].[K+:39].[K+:40].[Na+:46].[Na+:47].[OH2:51].[P:41]([O-:42])([O-:43])([OH:44])=[O:45].[S:29]([O:30][O:31][S:32]([O-:33])(=[O:34])=[O:35])([O-:36])(=[O:37])=[O:38]>>[C:1]([CH3:2])([CH3:3])([CH3:4])[O:5][C:6](=[O:7])[NH:8][CH:9]1[CH:10]([C:25](=[O:26])[O:27][CH3:28])[NH:11][C:12]1=[O:13]. Yields the product COC(=O)C1NC(=O)C1NC(=O)OC(C)(C)C. The reactants are C(C)(=O)OC1=CC=C(C2=C(OC3=CC(=CC(=C3C2=O)OC(C)=O)OC(C)=O)CBr)C=C1 (4',5,7-triacetoxy-2-bromomethylisoflavone), Br (hydrobromic acid). Conditions: temperature 100 celsius. Product: OC1=CC=C(C2=C(OC3=CC(=CC(=C3C2=O)O)O)CBr)C=C1 (4',5,7-trihydroxy-2-bromomethylisoflavone). Isolated yield 94.3%. Reaction SMILES: C([O:4][C:5]1[CH:31]=[CH:30][C:8]([C:9]2[C:18](=[O:19])[C:17]3[C:12](=[CH:13][C:14]([O:24]C(=O)C)=[CH:15][C:16]=3[O:20]C(=O)C)[O:11][C:10]=2[CH2:28][Br:29])=[CH:7][CH:6]=1)(=O)C.Br>>[OH:4][C:5]1[CH:31]=[CH:30][C:8]([C:9]2[C:18](=[O:19])[C:17]3[C:12](=[CH:13][C:14]([OH:24])=[CH:15][C:16]=3[OH:20])[O:11][C:10]=2[CH2:28][Br:29])=[CH:7][CH:6]=1. Procedure details: A mixture of 4',5,7-triacetoxy-2-bromomethylisoflavone (1 g) and 48% hydrobromic acid (7 ml) was heated at 100° C. for one hour, the reaction mixture was cooled with stirring, and the solid which separated out was collected by filtration and washed with water, giving 0.7 g of 4',5,7-trihydroxy-2-bromomethylisoflavone. Starting materials: O[C@H]1[C@@H](O[C@@H]([C@H]1O)CO)N1C2=NC(=NC(=C2N=C1)N)N1N=CC(=C1)C(=O)NC ((1-{9-[(4S,2R,3R,5R)-3,4-dihydroxy-5-(hydroxymethyl)oxolan-2-yl]-6-aminopurin-2-yl}pyrazol-4-yl)-N-methylcarboxamide), CNC (dimethylamine). The product is O[C@H]1[C@@H](O[C@@H]([C@H]1O)CO)N1C2=NC(=NC(=C2N=C1)N)N1N=CC(=C1)C(=O)N(C)C ((1-{9-[(4S,2R,3R,5R)-3,4-dihydroxy-5-(hydroxymethyl)oxolan-2-yl]-6-aminopurin-2-yl}pyrazol-4-yl)-N,N-dimethylcarboxamide). Reaction SMILES: [OH:1][C@@H:2]1[C@H:6]([OH:7])[C@@H:5]([CH2:8][OH:9])[O:4][C@H:3]1[N:10]1[CH:18]=[N:17][C:16]2[C:11]1=[N:12][C:13]([N:20]1[CH:24]=[C:23]([C:25]([NH:27][CH3:28])=[O:26])[CH:22]=[N:21]1)=[N:14][C:15]=2[NH2:19].[CH3:29]NC>>[OH:1][C@@H:2]1[C@H:6]([OH:7])[C@@H:5]([CH2:8][OH:9])[O:4][C@H:3]1[N:10]1[CH:18]=[N:17][C:16]2[C:11]1=[N:12][C:13]([N:20]1[CH:24]=[C:23]([C:25]([N:27]([CH3:29])[CH3:28])=[O:26])[CH:22]=[N:21]1)=[N:14][C:15]=2[NH2:19]. Reported procedure: Compound 18 was prepared in a manner similar to that of compound 16 using dimethylamine instead of methylamine, MS 405.12 (M+1).